From a dataset of the Open Reaction Database (ORD), a public repository of structured organic reaction records. describe an organic reaction: reactants, conditions, products, and yield Yields the product CC(C)(C)OC(NCCCCN(C1=C(C(C1=O)=O)OCC)CCP(=O)(OCC)OCC)=O ([4-[[2-(diethoxyphosphinyl)ethyl](2-ethoxy-3,4-dioxo-1-cyclobuten-1-yl)amino]-butyl]carbamic acid 1,1-dimethylethyl ester). The solvent is C(C)O (ethanol), C(C)O (ethanol). Yield: 90.4%. Reported procedure: To a solution of 3,4-diethoxy-3-cyclobutene-1,2-dione (5.8 mL, 39 mmol) in absolute ethanol (200 mL) prepared under nitrogen, was added a solution of [4-[[2-(diethoxyphosphinyl)ethyl]amino]butyl]carbamic acid 1,1-dimethylethyl ester (13.7 g, 39 mmol) in ethanol (75 mL) over 1.75 hour. The reaction mixture was stirred at room temperature overnight and then concentrated in vacuo. The residue was dissolved in chloroform (150 mL), preadsorbed onto silica gel, and purified by flash chromatography (9 ... As a reaction SMILES: C(O[C:4]1[C:5](=[O:12])[C:6](=[O:11])[C:7]=1[O:8][CH2:9][CH3:10])C.[CH3:13][C:14]([O:17][C:18](=[O:35])[NH:19][CH2:20][CH2:21][CH2:22][CH2:23][NH:24][CH2:25][CH2:26][P:27]([O:32][CH2:33][CH3:34])([O:29][CH2:30][CH3:31])=[O:28])([CH3:16])[CH3:15]>C(O)C>[CH3:13][C:14]([O:17][C:18](=[O:35])[NH:19][CH2:20][CH2:21][CH2:22][CH2:23][N:24]([CH2:25][CH2:26][P:27]([O:29][CH2:30][CH3:31])([O:32][CH2:33][CH3:34])=[O:28])[C:4]1[C:5](=[O:12])[C:6](=[O:11])[C:7]=1[O:8][CH2:9][CH3:10])([CH3:15])[CH3:16]. Reaction conditions: time 8 hour. The reactants are C(C)OC=1C(C(C1OCC)=O)=O (3,4-diethoxy-3-cyclobutene-1,2-dione), CC(C)(C)OC(NCCCCNCCP(=O)(OCC)OCC)=O ([4-[[2-(diethoxyphosphinyl)ethyl]amino]butyl]carbamic acid 1,1-dimethylethyl ester). Starting materials: ice water, ClC1=CC=C(C(=N1)OCC(=O)OC)[N+](=O)[O-] (6-chloro-2-(methoxycarbonyl)methoxy-3-nitropyridine), ClC1=C(C=C(C(=C1)F)N1C(N(C(=CC1=O)C(F)(F)F)C)=O)O (2-chloro-4-fluoro-5-[3-methyl-2,6-dioxo-4-(trifluoromethyl)-1,2,3,6-tetrahydropyrimidin-1-yl]phenol), C([O-])([O-])=O.[K+].[K+] (potassium carbonate). Run in CN(C=O)C (N,N-dimethylformamide). Conditions: time 1 hour. Product: ClC1=C(OC2=CC=C(C(=N2)OCC(=O)OC)[N+](=O)[O-])C=C(C(=C1)F)N1C(N(C(=CC1=O)C(F)(F)F)C)=O (6-{2-chloro-4-fluoro-5-[3-methyl-2,6-dioxo-4-(trifluoromethyl)-1,2,3,6-tetrahydropyrimidin-1-yl]phenoxy}-2-(methoxycarbonyl)methoxy-3-nitropyridine). Yield: 101.3%. RXN SMILES: Cl[C:2]1[N:7]=[C:6]([O:8][CH2:9][C:10]([O:12][CH3:13])=[O:11])[C:5]([N+:14]([O-:16])=[O:15])=[CH:4][CH:3]=1.[Cl:17][C:18]1[CH:23]=[C:22]([F:24])[C:21]([N:25]2[C:30](=[O:31])[CH:29]=[C:28]([C:32]([F:35])([F:34])[F:33])[N:27]([CH3:36])[C:26]2=[O:37])=[CH:20][C:19]=1[OH:38].C(=O)([O-])[O-].[K+].[K+]>CN(C)C=O>[Cl:17][C:18]1[CH:23]=[C:22]([F:24])[C:21]([N:25]2[C:30](=[O:31])[CH:29]=[C:28]([C:32]([F:33])([F:35])[F:34])[N:27]([CH3:36])[C:26]2=[O:37])=[CH:20][C:19]=1[O:38][C:2]1[N:7]=[C:6]([O:8][CH2:9][C:10]([O:12][CH3:13])=[O:11])[C:5]([N+:14]([O-:16])=[O:15])=[CH:4][CH:3]=1 |f:2.3.4|. Procedure: A mixture of 1.0 g of 6-chloro-2-(methoxycarbonyl)methoxy-3-nitropyridine, 1.37 g of 2-chloro-4-fluoro-5-[3-methyl-2,6-dioxo-4-(trifluoromethyl)-1,2,3,6-tetrahydropyrimidin-1-yl]phenol, 0.67 g of potassium carbonate and 5 ml of N,N-dimethylformamide was stirred for 1 hour at room temperature, then at 50° C. for 30 minutes. The resulted residue was added to ice water, extracted with ethyl acetate, and organic layer was washed with saturated saline, dried over anhydrous magnesium sulfate, and conc... RXN SMILES: [I:1][C:2]1[CH:3]=[CH:4][CH:5]=[C:6]2[C:11]=1[NH:10][C:9](=[O:12])[N:8]([CH2:13][CH2:14][CH2:15]SC)[C:7]2=[O:18].O[O:20][S:21]([O-:23])=O.[K+].[CH3:25]O>O>[I:1][C:2]1[CH:3]=[CH:4][CH:5]=[C:6]2[C:11]=1[NH:10][C:9](=[O:12])[N:8]([CH2:13][CH2:14][CH2:15][S:21]([CH3:25])(=[O:23])=[O:20])[C:7]2=[O:18] |f:1.2|. Conditions: time 24 hour. The product is IC=1C=CC=C2C(N(C(NC12)=O)CCCS(=O)(=O)C)=O (8-iodo-3-(3-(methylsulfonyl)propyl)quinazoline-2,4(1H,3H)-dione). Run in O (water), O (water). The reactants are OOS(=O)[O-].[K+] (oxone), IC=1C=CC=C2C(N(C(NC12)=O)CCCSC)=O (8-iodo-3-(3-(methylthio)propyl)quinazoline-2,4(1H,3H)-dione), oxone monopersulfate, CO (MeOH). Procedure: To a 150 mL round-bottomed flask was added 8-iodo-3-(3-(methylthio)propyl)quinazoline-2,4(1H,3H)-dione (1.34 g, 3.56 mmol) in MeOH (15 mL) and oxone monopersulfate (3.28 g, 5.34 mmol, Sigma Aldrich) in water (15 mL) was added. The mixture was stirred at RT for 24 h. Another 0.5 equiv. of oxone was added and the mixture was stirred at 35° C. for 24 h. The mixture was diluted with water (30 mL) and extracted with DCM (60 mL×3). The combined organic layers were dried (MgSO4), filtered and concentra... Run in CO (methanol), O (water). As a reaction SMILES: [C:1]1([O:7][S:8]([O-:11])(=[O:10])=[O:9])[CH:6]=[CH:5][CH:4]=[CH:3][CH:2]=1.C[N+](C)(C)C.S([O-])(O)(=O)=O.[C:22]([C:27]1[CH:32]=[CH:31][C:30]([I+:33][C:34]2[CH:39]=[CH:38][C:37]([C:40]([CH2:43][CH3:44])([CH3:42])[CH3:41])=[CH:36][CH:35]=2)=[CH:29][CH:28]=1)([CH2:25][CH3:26])([CH3:24])[CH3:23].C(Cl)Cl>O.CO>[C:1]1([O:7][S:8]([O-:11])(=[O:10])=[O:9])[CH:2]=[CH:3][CH:4]=[CH:5][CH:6]=1.[C:40]([C:37]1[CH:38]=[CH:39][C:34]([I+:33][C:30]2[CH:31]=[CH:32][C:27]([C:22]([CH2:25][CH3:26])([CH3:24])[CH3:23])=[CH:28][CH:29]=2)=[CH:35][CH:36]=1)([CH2:43][CH3:44])([CH3:42])[CH3:41] |f:0.1,2.3,7.8|. Reaction conditions: time 3 hour. Procedure: 3.9 g of crude tetramethylammonium phenylsulfate prepared according to the method of Example 1.2 are dissolved in 10 ml of water. To the solution 6.8 g of the crude di(4-tert-amylphenyl)iodonium hydrogensulfate, dissolved in 5 ml of methanol, are added. The mixture is stirred for 3 hours at room temperature. 10 ml of methylene chloride are added to the solution and stirred for additonal 2 hours at room temperature. The product is extracted with methylene chloride and the organic layer is washed ... Reactants: C1(=CC=CC=C1)OS(=O)(=O)[O-].C[N+](C)(C)C (tetramethylammonium phenylsulfate), S(=O)(=O)(O)[O-].C(C)(C)(CC)C1=CC=C(C=C1)[I+]C1=CC=C(C=C1)C(C)(C)CC (di(4-tert-amylphenyl)iodonium hydrogensulfate), C(Cl)Cl (methylene chloride). Product: C1(=CC=CC=C1)OS(=O)(=O)[O-].C(C)(C)(CC)C1=CC=C(C=C1)[I+]C1=CC=C(C=C1)C(C)(C)CC (di(4-tert-amylphenyl)iodonium phenylsulfate). Yield: 56.0%.